Task: describe an organic reaction: reactants, conditions, products, and yield. Dataset: the Open Reaction Database (ORD), a public repository of structured organic reaction records Reactants: Cl.CONC (O,N-dimethyl hydroxylamine hydrochloride), C(=O)(O)[O-].[Na+] (NaHCO3), ClC1=NC=C(C(=O)O)C=C1 (6-chloro-nicotinic acid), CN1CCOCC1 (N-methyl morpholine), ClC(=O)OCC(C)C (iso-butyl chloroformate). Solvent: ClCCl (dichloromethane). Conditions: time 15 minute. The product is ClC1=NC=C(C(=O)N(C)OC)C=C1 (6-chloro-N-methoxy-N-methyl-nicotinamide). The yield is 46.5%. As a reaction SMILES: [Cl:1][C:2]1[CH:10]=[CH:9][C:5]([C:6](O)=[O:7])=[CH:4][N:3]=1.CN1CCOCC1.ClC(OCC(C)C)=O.Cl.[CH3:27][O:28][NH:29][CH3:30].C([O-])(O)=O.[Na+]>ClCCl>[Cl:1][C:2]1[CH:10]=[CH:9][C:5]([C:6]([N:29]([O:28][CH3:27])[CH3:30])=[O:7])=[CH:4][N:3]=1 |f:3.4,5.6|. Procedure details: To a solution of 6-chloro-nicotinic acid (94.5 g, 0.6 mol) in dichloromethane (1000 mL) was added N-methyl morpholine (181.8 g, 1.8 mol) followed by iso-butyl chloroformate (81.9 g, 0.6 mol) at −25° C. under 1\2 atmosphere. The mixture was stirred for 15 minutes and then O,N-dimethyl hydroxylamine hydrochloride (64.35 g, 0.66 mol) was added. The mixture was stirred for 30 min at −25° C. and warmed to room temperature slowly. The mixture was stirred for an additional hour at room temperature and ... Reactants: C1CCOC1, [Li]C(C)CC, Cc1ccc(Cl)cc1CNC(=O)OC(C)(C)C, COc1ccc(N=CC(F)F)cc1. Product: COc1ccc(NC(Cc2ccc(Cl)cc2CNC(=O)OC(C)(C)C)C(F)F)cc1. RXN SMILES: [CH2:36]1[O:37][CH2:38][CH2:39][CH2:40]1.[CH:1]([Li:2])([CH2:3][CH3:4])[CH3:5].[Cl:6][c:7]1[cH:8][cH:9][c:10]([CH3:22])[c:11]([CH2:12][NH:13][C:14]([O:15][C:16]([CH3:17])([CH3:18])[CH3:19])=[O:20])[cH:21]1.[F:23][CH:24]([CH:25]=[N:26][c:27]1[cH:28][cH:29][c:30]([O:33][CH3:34])[cH:31][cH:32]1)[F:35]>>[Cl:6][c:7]1[cH:8][cH:9][c:10]([CH2:22][CH:25]([CH:24]([F:23])[F:35])[NH:26][c:27]2[cH:28][cH:29][c:30]([O:33][CH3:34])[cH:31][cH:32]2)[c:11]([CH2:12][NH:13][C:14]([O:15][C:16]([CH3:17])([CH3:18])[CH3:19])=[O:20])[cH:21]1. Reactants: C(C)OC(C1=CC(=CC=C1)NC1=NN2C(C=N1)=CC=C2C2=CC(=CC=C2)S(NC(C)(C)C)(=O)=O)=O (3-[7-(3-tert-Butylsulfamoyl-phenyl)-pyrrolo[2,1-f][1,2,4]triazin-2-ylamino]-benzoic acid ethyl ester), O (water). Run in C1CCOC1 (THF), [OH-].[Na+] (Sodium hydroxide). Product: C(C)(C)(C)NS(=O)(=O)C=1C=C(C=CC1)C1=CC=C2C=NC(=NN21)NC=2C=C(C(=O)O)C=CC2 (3-[7-(3-tert-Butylsulfamoyl-phenyl)-pyrrolo[2,1-f][1,2,4]triazin-2-ylamino]-benzoic acid). As a reaction SMILES: C([O:3][C:4](=[O:35])[C:5]1[CH:10]=[CH:9][CH:8]=[C:7]([NH:11][C:12]2[N:17]=[CH:16][C:15]3=[CH:18][CH:19]=[C:20]([C:21]4[CH:26]=[CH:25][CH:24]=[C:23]([S:27](=[O:34])(=[O:33])[NH:28][C:29]([CH3:32])([CH3:31])[CH3:30])[CH:22]=4)[N:14]3[N:13]=2)[CH:6]=1)C.O>[OH-].[Na+].C1COCC1>[C:29]([NH:28][S:27]([C:23]1[CH:22]=[C:21]([C:20]2[N:14]3[C:15]([CH:16]=[N:17][C:12]([NH:11][C:7]4[CH:6]=[C:5]([CH:10]=[CH:9][CH:8]=4)[C:4]([OH:35])=[O:3])=[N:13]3)=[CH:18][CH:19]=2)[CH:26]=[CH:25][CH:24]=1)(=[O:33])=[O:34])([CH3:32])([CH3:30])[CH3:31] |f:2.3|. Reported procedure: 3-[7-(3-tert-Butylsulfamoyl-phenyl)-pyrrolo[2,1-f][1,2,4]triazin-2-ylamino]-benzoic acid ethyl ester (77.0 mg, 0.156 mmol) was taken up in 2 M of Sodium hydroxide in water (2.00 mL, 5.00 mmol) and 2 ml THF, heated for 72 h at 60° C. Concentrated down THF, neutralized aq layer, and extracted with CH2Cl2. Dried, filtered, and concentrated. Took residue up in DMSO and purified by Gilson RP-HPLC. LCMS=465.9 (M+H), HPLC rt=3.199, purity=98%. 1H NMR (400 MHz, CDCl3, δ, ppm): 12.95 (bs, 1H), 9.74 (s, 1... The reactants are C(CC(=O)OCC)(=O)OCC (diethyl malonate), [Cl-].[Mg+2].[Cl-] (magnesium chloride), Cl (hydrochloric acid), BrC=1C=NC=C(C(=O)Cl)C1 (5-bromonicotinoyl chloride). Run in C(C)N(CC)CC (triethylamine), C1(=CC=CC=C1)C (toluene), C1(=CC=CC=C1)C (toluene). Conditions: time 1.5 hour. Yields the product C(C)(=O)C=1C=NC=C(C1)Br (3-acetyl-5-bromopyridine). Yield: 24.3%. RXN SMILES: [Cl-].[Mg+2].[Cl-].[C:4](OCC)(=O)CC(OCC)=O.[Br:15][C:16]1[CH:17]=[N:18][CH:19]=[C:20]([CH:24]=1)[C:21](Cl)=[O:22].Cl>C1(C)C=CC=CC=1.C(N(CC)CC)C>[C:21]([C:20]1[CH:19]=[N:18][CH:17]=[C:16]([Br:15])[CH:24]=1)(=[O:22])[CH3:4] |f:0.1.2|. Procedure: 1.24 g of ground magnesium chloride was suspended in 13 ml of toluene and 6.2 ml of triethylamine and 2.93 g of diethyl malonate were added in turn. After stirring at room temperature for 1.5 hours, a suspension of 4.08 g of 5-bromonicotinoyl chloride obtained in the step 1 in 10 ml of toluene was added dropwise over 15 minutes, followed by stirring at room temperature for 2 hours. After neutralizing with 40 ml of 1N hydrochloric acid, the aqueous layer was separated. The aqueous layer was furth... Reactants: C1(CC1)C1=NC=C2C(N1N1C(C1)C)=C(NN2C)C (5-cyclopropyl-1,3-dimethyl-4-[(2-methyl)-1-aziridinyl]pyrazolo[4,3-d]pyrimidine), [I-].[Na+] (sodium iodide). Run in CC(=O)C (acetone). Yields the product C1(CC1)C1=NC2=C(C=3N1CC(N3)C)N(N=C2C)C (5-Cyclopropyl-7,8-dihydro-1,3,8-trimethyl-1H-imidazo[1,2-c]pyrazolo[3,4-e]pyrimidine). The yield is 51.0%. RXN SMILES: [CH:1]1([C:4]2[N:9](N3CC3C)[C:8]3=[C:14]([CH3:18])[NH:15][N:16]([CH3:17])[C:7]3=[CH:6][N:5]=2)[CH2:3][CH2:2]1.[I-].[Na+]>CC(C)=O>[CH:1]1([C:4]2[N:5]3[CH2:7][CH:8]([CH3:14])[N:9]=[C:6]3[C:7]3[N:16]([CH3:17])[N:15]=[C:14]([CH3:18])[C:8]=3[N:9]=2)[CH2:2][CH2:3]1 |f:1.2|. Procedure: The above aziridine (12 g, 0.05 mol) is dissolved in 100 ml of acetone and refluxed with 10 g of sodium iodide for 2.5 hours. The mixture is evaporated in vacuo. The residue is dissolved in methylene dichloride and washed with a saturated solution of NaHCO3. The organic solution is dried (MgSO4) and evaporated in vacuo. The residual oil is crystallized from ethyl acetate ether to give 3.1 g (30%) of title compound, mp 107°-110° C. Reactants: BrC=1C=C(CCC=2NC=C(C(N2)=O)CC=2C=NC=NC2)C=CC1F (2-(3-bromo-4-fluorophenethyl)-5-(pyrimidin-5-ylmethyl)pyrimidin-4(1H)-one), [Cu]C#N (copper(I) cyanide). Solvent: CN1CCCC1=O (NMP). Run at temperature 200 celsius. Yields the product FC1=C(C#N)C=C(C=C1)CCC=1NC=C(C(N1)=O)CC=1C=NC=NC1 (2-Fluoro-5-(2-(4-oxo-5-(pyrimidin-5-ylmethyl)-1,4-dihydropyrimidin-2-yl)ethyl)benzonitrile). Yield: 80.6%. As a reaction SMILES: Br[C:2]1[CH:3]=[C:4]([CH:21]=[CH:22][C:23]=1[F:24])[CH2:5][CH2:6][C:7]1[NH:8][CH:9]=[C:10]([CH2:14][C:15]2[CH:16]=[N:17][CH:18]=[N:19][CH:20]=2)[C:11](=[O:13])[N:12]=1.[Cu][C:26]#[N:27]>CN1C(=O)CCC1>[F:24][C:23]1[CH:22]=[CH:21][C:4]([CH2:5][CH2:6][C:7]2[NH:8][CH:9]=[C:10]([CH2:14][C:15]3[CH:16]=[N:17][CH:18]=[N:19][CH:20]=3)[C:11](=[O:13])[N:12]=2)=[CH:3][C:2]=1[C:26]#[N:27]. Procedure: A mixture of 2-(3-bromo-4-fluorophenethyl)-5-(pyrimidin-5-ylmethyl)pyrimidin-4(1H)-one (1.5 g, 3.7 mmol), copper(I) cyanide (399 mg, 4.4 mmol) in NMP (5 mL) was heated with a microwave reactor at 200° C. for 1.5 h. After cooling to room temperature, the mixture was filtered. The filtrate was partitioned between ethyl acetate (20 mL) and water (30 mL). The organic phase was collected, washed with water (30 mL×2), brine (20 mL), dried over Na2SO4, filtered, and concentrated to give the title compo...